From a dataset of the Open Reaction Database (ORD), a public repository of structured organic reaction records. describe an organic reaction: reactants, conditions, products, and yield Starting materials: CN(C)[C@H](C1=CC(=CC=C1)P(C2=CC=CC=C2)C3=CC=CC=C3)[C]4[CH][CH][CH][C]4P(C5=CC=CC=C5)C6=CC=CC=C6.[CH]1[CH][CH][CH][CH]1.[Fe] (Taniaphos SL-T001-1), Ru. Solvent: C(Cl)Cl (CH2Cl2). Conditions: time 3 hour. Product: CN(C)[C@@H](C1=CC=CC=C1P(C2=CC=CC=C2)C3=CC=CC=C3)[C]4[CH][CH][CH][C]4P(C5=CC=CC=C5)C6=CC=CC=C6.[CH]1[CH][CH][CH][CH]1.[Fe] (Taniaphos). Isolated yield 90.0%. RXN SMILES: [CH3:1][N:2]([C@@H:4]([C:24]1[C:28]([P:29]([C:36]2[CH:41]=[CH:40][CH:39]=[CH:38][CH:37]=2)[C:30]2[CH:35]=[CH:34][CH:33]=[CH:32][CH:31]=2)[CH:27][CH:26][CH:25]1)[C:5]1[CH:10]=[CH:9][CH:8]=[C:7](P(C2C=CC=CC=2)C2C=CC=CC=2)[CH:6]=1)[CH3:3].[CH:42]1[CH:46][CH:45][CH:44][CH:43]1.[Fe:47]>C(Cl)Cl>[CH3:1][N:2]([C@H:4]([C:24]1[C:28]([P:29]([C:36]2[CH:37]=[CH:38][CH:39]=[CH:40][CH:41]=2)[C:30]2[CH:31]=[CH:32][CH:33]=[CH:34][CH:35]=2)[CH:27][CH:26][CH:25]1)[C:5]1[C:10]([P:29]([C:36]2[CH:37]=[CH:38][CH:39]=[CH:40][CH:41]=2)[C:30]2[CH:35]=[CH:34][CH:33]=[CH:32][CH:31]=2)=[CH:9][CH:8]=[CH:7][CH:6]=1)[CH3:3].[CH:42]1[CH:46][CH:45][CH:44][CH:43]1.[Fe:47] |f:0.1.2,4.5.6,^1:3,4,18,19,20,41,42,43,44,45,53,54,68,69,70,91,92,93,94,95|. Procedure details: Taniaphos SL-T001-1 (from Solvias, Basel, CH; 400 mg, 0.58 mmol) is placed in a round-bottom flask provided with a magnetic stirrer and the Ru starting compound (236 mg, 0.58 mmol) prepared in b) is then added. The reactants are dissolved in 10 ml of CH2Cl2 and the mixture is stirred at room temperature for three hours. The solution becomes deep red. The solvent is taken off under reduced pressure and the solid residue is washed with diethyl ether. The product is collected and dried in a high va... Starting materials: O=C1C(O)=C([O-])[C@H](O1)[C@@H](O)CO.[Na+] (sodium ascorbate), C#CCCC (pent-1-yne), N(=[N+]=[N-])CC(=O)N1CC(OCC1)C(=O)OCC1=CC=CC=C1 (benzyl 4-(2-azidoacetyl)morpholine-2-carboxylate), O (water). Reagents/catalysts: O.O.O.O.O.S(=O)(=O)([O-])[O-].[Cu+2] (copper(II) sulfate pentahydrate). The solvent is CC(C)(C)O (t-BuOH), CCOC(=O)C (EtOAc). Reaction conditions: time 14 hour. The product is C(CC)C=1N=NN(C1)CC(=O)N1CC(OCC1)C(=O)OCC1=CC=CC=C1 (Benzyl 4-(2-(4-propyl-1H-1,2,3-triazol-1-yl)acetyl)morpholine-2-carboxylate). Yield: 875.0%. As a reaction SMILES: [N:1]([CH2:4][C:5]([N:7]1[CH2:12][CH2:11][O:10][CH:9]([C:13]([O:15][CH2:16][C:17]2[CH:22]=[CH:21][CH:20]=[CH:19][CH:18]=2)=[O:14])[CH2:8]1)=[O:6])=[N+:2]=[N-:3].O.O=[C:25]1O[C@H:30]([C@H:32](CO)O)[C:28]([O-])=[C:26]1O.[Na+].C#CCCC>CC(O)(C)C.CCOC(C)=O.O.O.O.O.O.S([O-])([O-])(=O)=O.[Cu+2]>[CH2:28]([C:26]1[N:3]=[N:2][N:1]([CH2:4][C:5]([N:7]2[CH2:12][CH2:11][O:10][CH:9]([C:13]([O:15][CH2:16][C:17]3[CH:22]=[CH:21][CH:20]=[CH:19][CH:18]=3)=[O:14])[CH2:8]2)=[O:6])[CH:25]=1)[CH2:30][CH3:32] |f:2.3,7.8.9.10.11.12.13|. Reported procedure: In a sealable vessel, benzyl 4-(2-azidoacetyl)morpholine-2-carboxylate (0.096 g, 0.32 mmol) was suspended in t-BuOH (1 mL) and water (1 mL) was added. An aqueous solution of sodium ascorbate (1.0 M, 0.032 ml, 0.032 mmol) and an aqueous solution of copper(II) sulfate pentahydrate (0.30 M, 0.079 ml, 0.024 mmol) were added, followed by pent-1-yne (0.040 ml, 0.41 mmol). The vessel was sealed and placed in a 65 deg oil bath, whereupon the mixture was stirred for 14 h. The reaction mixture was cooled ...